From a dataset of the Open Reaction Database (ORD), a public repository of structured organic reaction records. describe an organic reaction: reactants, conditions, products, and yield The reactants are COc1cc(C=O)ccc1-n1cnc(C)c1, CCOC(C)=O, CCO, [Li+], CCOP(=O)(OCC)C1CCC2COCC(c3cc(F)c(F)c(F)c3)N2C1=O, C1CCOC1, [OH-], O, O. The product is COc1cc(C=C2CCC3COCC(c4cc(F)c(F)c(F)c4)N3C2=O)ccc1-n1cnc(C)c1. RXN SMILES: [CH3:32][O:33][c:34]1[cH:35][c:36]([CH:37]=[O:38])[cH:39][cH:40][c:41]1-[n:42]1[cH:43][n:44][c:45]([CH3:47])[cH:46]1.[CH3:48][CH2:49][O:50][C:51](=[O:52])[CH3:53].[CH3:59][CH2:60][OH:61].[Li+:3].[O:4]=[C:5]1[CH:6]([P:24](=[O:25])([O:26][CH2:27][CH3:28])[O:29][CH2:30][CH3:31])[CH2:7][CH2:8][CH:9]2[CH2:10][O:11][CH2:12][CH:13]([c:15]3[cH:16][c:17]([F:23])[c:18]([F:22])[c:19]([F:21])[cH:20]3)[N:14]12.[O:54]1[CH2:55][CH2:56][CH2:57][CH2:58]1.[OH-:2].[OH2:1].[OH2:62]>>[O:4]=[C:5]1[C:6](=[CH:37][c:36]2[cH:35][c:34]([O:33][CH3:32])[c:41](-[n:42]3[cH:43][n:44][c:45]([CH3:47])[cH:46]3)[cH:40][cH:39]2)[CH2:7][CH2:8][CH:9]2[CH2:10][O:11][CH2:12][CH:13]([c:15]3[cH:16][c:17]([F:23])[c:18]([F:22])[c:19]([F:21])[cH:20]3)[N:14]12. Reactants: C(CCCCCCCCCCCCCCCCC)N (octadecylamine), O=C[C@H](O)[C@@H](O)[C@H](O)[C@H](O)CO (D-glucose). Run in C(C)O (ethanol). Run at time 15 minute. Yields the product C(CCCCCCCCCCCCCCCCC)NC1[C@H](O)[C@@H](O)[C@H](O)[C@H](O1)CO (N-Octadecyl-D-glucopyranosylamine). Reaction SMILES: [CH2:1]([NH2:19])[CH2:2][CH2:3][CH2:4][CH2:5][CH2:6][CH2:7][CH2:8][CH2:9][CH2:10][CH2:11][CH2:12][CH2:13][CH2:14][CH2:15][CH2:16][CH2:17][CH3:18].[O:20]=[CH:21][C@@H:22]([C@H:24]([C@@H:26]([C@@H:28]([CH2:30][OH:31])[OH:29])[OH:27])[OH:25])O>C(O)C>[CH2:1]([NH:19][CH:30]1[O:31][C@H:22]([CH2:21][OH:20])[C@@H:24]([OH:25])[C@H:26]([OH:27])[C@H:28]1[OH:29])[CH2:2][CH2:3][CH2:4][CH2:5][CH2:6][CH2:7][CH2:8][CH2:9][CH2:10][CH2:11][CH2:12][CH2:13][CH2:14][CH2:15][CH2:16][CH2:17][CH3:18]. Procedure details: 20 g of octadecylamine are dissolved in 120 ml of ethanol and the solution is warmed to 70°. 11 g of anhydrous D-glucose are added. After a clear solution has formed, stirring is continued at 70° for a further 15 minutes. The mixture is cooled to 10° and left to stand for 15 minutes. The crystal sludge formed is filtered off with suction, washed twice with ethanol and dried in vacuo. Starting materials: ClC1=C(C=CC(=C1)Cl)C(CCl)O (1-(2',4'-dichlorophenyl)-2-chloro-ethanol), O (water), [Na] (sodium), N1C=NC=C1 (imidazole). The solvent is CO (methanol), CN(C=O)C (dimethylformamide). Reaction conditions: temperature 40 celsius. Product: ClC1=C(C=CC(=C1)Cl)C(CN1C=NC=C1)O (1-(2',4'-dichlorophenyl)-2-(N-imidazolyl)-ethanol). The yield is 66.3%. Reaction SMILES: [Na].[NH:2]1[CH:6]=[CH:5][N:4]=[CH:3]1.[Cl:7][C:8]1[CH:13]=[C:12]([Cl:14])[CH:11]=[CH:10][C:9]=1[CH:15]([OH:18])[CH2:16]Cl.O>CO.CN(C)C=O>[Cl:7][C:8]1[CH:13]=[C:12]([Cl:14])[CH:11]=[CH:10][C:9]=1[CH:15]([OH:18])[CH2:16][N:2]1[CH:6]=[CH:5][N:4]=[CH:3]1 |^1:0|. Procedure details: 30 g of sodium were added to a solution of 88.5 g of imidazole in 600 ml of methanol; the solvent was then evaporated off. The residue was dissolved in 300 ml of dimethylformamide and heated to 115°-120° C. To the solution so obtained was added, dropwise and under stirring, a solution of 225 g of 1-(2',4'-dichlorophenyl)-2-chloro-ethanol in 400 ml of dimethylformamide. The mixture was heated to 115°-120° C. and maintained at that temperature for 20 minutes and, after subsequent cooling to 40° C.... Reactants: CCO, Cl, CCOC(=N)Cc1ccc(F)cc1, Nc1ncccc1OCc1ccccc1. Yields the product N=C(Cc1ccc(F)cc1)Nc1ncccc1OCc1ccccc1. RXN SMILES: [CH3:30][CH2:31][OH:32].[ClH:16].[F:17][c:18]1[cH:19][cH:20][c:21]([CH2:24][C:25]([O:26][CH2:27][CH3:28])=[NH:29])[cH:22][cH:23]1.[NH2:1][c:2]1[n:3][cH:4][cH:5][cH:6][c:7]1[O:8][CH2:9][c:10]1[cH:11][cH:12][cH:13][cH:14][cH:15]1>>[NH:1]([c:2]1[n:3][cH:4][cH:5][cH:6][c:7]1[O:8][CH2:9][c:10]1[cH:11][cH:12][cH:13][cH:14][cH:15]1)[C:25]([CH2:24][c:21]1[cH:20][cH:19][c:18]([F:17])[cH:23][cH:22]1)=[NH:29]. Reactants: C(C)(C)(C)OC(NC1=NC(=C(C=C1)NC(=O)C1CCOCC1)C#CC1=CC=CC=C1)=O (tert-butyl-N-[5-(oxane-4-carbonylamino)-6-(2-phenylethynyl)pyridin-2-yl]-carbamate), C(Cl)Cl.C(=O)(C(F)(F)F)O (DCM TFA). The solvent is C(Cl)Cl (DCM). Run at time 2 hour. Yields the product NC1=CC=C(C(=N1)C#CC1=CC=CC=C1)NC(=O)C1CCOCC1 (N-[6-amino-2-(2-phenylethynyl)pyridin-3-yl]oxane-4-carboxamide). Reaction SMILES: C(OC(=O)[NH:7][C:8]1[CH:13]=[CH:12][C:11]([NH:14][C:15]([CH:17]2[CH2:22][CH2:21][O:20][CH2:19][CH2:18]2)=[O:16])=[C:10]([C:23]#[C:24][C:25]2[CH:30]=[CH:29][CH:28]=[CH:27][CH:26]=2)[N:9]=1)(C)(C)C.C(Cl)Cl.C(O)(C(F)(F)F)=O>C(Cl)Cl>[NH2:7][C:8]1[N:9]=[C:10]([C:23]#[C:24][C:25]2[CH:30]=[CH:29][CH:28]=[CH:27][CH:26]=2)[C:11]([NH:14][C:15]([CH:17]2[CH2:22][CH2:21][O:20][CH2:19][CH2:18]2)=[O:16])=[CH:12][CH:13]=1 |f:1.2|. Procedure: A mixture of tert-butyl-N-[5-(oxane-4-carbonylamino)-6-(2-phenylethynyl)pyridin-2-yl]-carbamate C5b (29 mg, 0.07 mmol) and DCM:TFA (9:1, 3 ml) is stirred at RT for 2 h. The mixture is diluted with DCM and extracted with a saturated aqueous solution of NaHCO3. The reactants are C(C)(=O)C=1C=C(C=CC1)NC(C(F)(F)F)=O (3-acetyl-trifluoroacetylaminobenzene), ice water, [N+](=O)(O)[O-] (nitric acid). Run in OS(=O)(=O)O (H2SO4). Conditions: time 30 minute. The product is C(C)(=O)C=1C=C(C=CC1[N+](=O)[O-])N (3-acetyl-4-nitro-aminobenzene), brown solid. Yield: 54.0%. Reaction SMILES: [C:1]([C:4]1[CH:5]=[C:6]([NH:10]C(=O)C(F)(F)F)[CH:7]=[CH:8][CH:9]=1)(=[O:3])[CH3:2].[N+:17]([O-])([OH:19])=[O:18]>OS(O)(=O)=O>[C:1]([C:4]1[CH:5]=[C:6]([NH2:10])[CH:7]=[CH:8][C:9]=1[N+:17]([O-:19])=[O:18])(=[O:3])[CH3:2]. Procedure details: The starting material, about 10 mmol of 3-acetyl-trifluoroacetylaminobenzene was gradually added to about 20 ml of concentrated H2SO4 at about −20° C., and then stirred for about 30 minutes. Then, nitric acid was added for about 10 minutes. The solution was stirred for about 2 hours. After the reaction was completed, the solution was poured into ice water. An organic layer was extracted twice from the ice water with about 50 mL ethyl acetate, and was washed with sodium hydrogen carbonate solutio... Reactants: C=CCC(O)C1C2CCC(C2)C1(C)C, [Na+], [Na+], O=[Cr](=O)([O-])O[Cr](=O)(=O)[O-], O, O=S(=O)(O)O, c1ccccc1. Yields the product C=CCC(=O)C1C2CCC(C2)C1(C)C. As a reaction SMILES: [CH2:7]([CH:8]=[CH2:9])[CH:10]([OH:11])[CH:12]1[CH:13]2[CH2:14][CH2:15][CH:16]([C:17]1([CH3:18])[CH3:19])[CH2:20]2.[Na+:21].[Na+:22].[O-:23][Cr:24]([O:25][Cr:26](=[O:27])(=[O:28])[O-:29])(=[O:30])=[O:31].[OH2:6].[S:1](=[O:2])(=[O:3])([OH:4])[OH:5].[cH:32]1[cH:33][cH:34][cH:35][cH:36][cH:37]1>>[CH2:7]([CH:8]=[CH2:9])[C:10](=[O:11])[CH:12]1[CH:13]2[CH2:14][CH2:15][CH:16]([C:17]1([CH3:18])[CH3:19])[CH2:20]2. Starting materials: CCO, O=C1NC(=O)C2CC=CCC12. Yields the product O=C1NC(=O)C2CCCCC12. Reaction SMILES: [CH3:12][CH2:13][OH:14].[CH:1]12[CH:2]([CH2:3][CH:4]=[CH:5][CH2:6]1)[C:7](=[O:11])[NH:8][C:9]2=[O:10]>>[CH:1]12[CH:2]([CH2:3][CH2:4][CH2:5][CH2:6]1)[C:7](=[O:11])[NH:8][C:9]2=[O:10]. The reactants are CN1CCC(O)c2ccoc2C1, Fc1ccc(Cl)c(Cl)c1. The product is CN1CCC(Oc2ccc(Cl)c(Cl)c2)c2ccoc2C1. RXN SMILES: [CH3:1][N:2]1[CH2:3][c:4]2[c:5]([cH:10][cH:11][o:12]2)[CH:6]([OH:9])[CH2:7][CH2:8]1.[Cl:13][c:14]1[cH:15][c:16]([F:21])[cH:17][cH:18][c:19]1[Cl:20]>>[CH3:1][N:2]1[CH2:3][c:4]2[c:5]([cH:10][cH:11][o:12]2)[CH:6]([O:9][c:16]2[cH:15][c:14]([Cl:13])[c:19]([Cl:20])[cH:18][cH:17]2)[CH2:7][CH2:8]1. Starting materials: CCCCCC=CCCCCCCCCOc1ccc(C(=O)O)o1, CCCCCCCCCCCCCCOc1ccc(C(=O)O)o1. The product is CCCCCC=CCCCCCCCCOc1ccc(C(C)=O)o1. Reaction SMILES: [CH2:1]([CH2:2][CH2:3][CH2:4][CH2:5][CH2:6][CH2:7][CH2:8][CH:9]=[CH:10][CH2:11][CH2:12][CH2:13][CH2:14][CH3:15])[O:16][c:17]1[cH:18][cH:19][c:20]([C:22](=[O:23])[OH:24])[o:21]1.[CH2:25]([O:26][c:27]1[o:28][c:29]([C:30]([OH:31])=[O:32])[cH:33][cH:34]1)[CH2:35][CH2:36][CH2:37][CH2:38][CH2:39][CH2:40][CH2:41][CH2:42][CH2:43][CH2:44][CH2:45][CH2:46][CH3:47]>>[CH2:1]([CH2:2][CH2:3][CH2:4][CH2:5][CH2:6][CH2:7][CH2:8][CH:9]=[CH:10][CH2:11][CH2:12][CH2:13][CH2:14][CH3:15])[O:16][c:17]1[cH:18][cH:19][c:20]([C:22](=[O:24])[CH3:25])[o:21]1.